This data is from the Open Reaction Database (ORD), a public repository of structured organic reaction records. The task is: describe an organic reaction: reactants, conditions, products, and yield The reactants are FC1=CC=C(C=C1)C(C(=NO)C1=CC(=NC=C1)OC(C)C)=O (1-(4-Fluorophenyl)-2-(2-isopropoxypyridin-4-yl)ethane-1,2-dione-2-oxime), Cl.NC(C(=O)C1=CC=C(C=C1)F)C1=CC(=NC=C1)Cl (2-Amino-2-(2-chloropyridin-4-yl)-1-(4-fluorophenyl)ethanone hydrochloride). Product: Cl.NC(C(=O)C1=CC=C(C=C1)F)C1=CC(=NC=C1)OC(C)C (2-Amino-1-(4-fluorophenyl)-2-(2-isopropoxypyridin-4-yl)ethanone hydrochloride). Reaction SMILES: [F:1][C:2]1[CH:7]=[CH:6][C:5]([C:8](=[O:22])[C:9]([C:12]2[CH:17]=[CH:16][N:15]=[C:14]([O:18][CH:19]([CH3:21])[CH3:20])[CH:13]=2)=[N:10]O)=[CH:4][CH:3]=1.Cl.NC(C1C=CN=C([Cl:41])C=1)C(C1C=CC(F)=CC=1)=O>>[ClH:41].[NH2:10][CH:9]([C:12]1[CH:17]=[CH:16][N:15]=[C:14]([O:18][CH:19]([CH3:21])[CH3:20])[CH:13]=1)[C:8]([C:5]1[CH:4]=[CH:3][C:2]([F:1])=[CH:7][CH:6]=1)=[O:22] |f:1.2,3.4|. Procedure details: 23c was prepared from 22c (2.0 g; 7.6 mmol) using the method described in the synthesis of 23a. The reactants are aqueous solution, P(Cl)(Cl)(Cl)(Cl)Cl (Phosphorus pentachloride), acid chloride, C([O-])([O-])=O.[Na+].[Na+] (sodium carbonate), NC1[C@@H]2N(C(=C(CS2)CSC2=NN=NN2C)C(=O)O)C1=O (7-amino-3-(1-methyl-1H-tetrazol-5-yl)thiomethyl-3-cephem-4-carboxylic acid), C([O-])(O)=O.[Na+] (sodium bicarbonate), CON=C(C(=O)O)C=1N=C(SC1)N (2-methoxyimino-2-(2-amino-1,3-thiazol-4-yl)acetic acid). Run in CC(=O)C (acetone), C(Cl)Cl (methylene chloride). Run at time 30 minute. The product is CON=C(C(=O)NC1[C@@H]2N(C(=C(CS2)CSC2=NN=NN2C)C(=O)O)C1=O)C=1N=C(SC1)N (7-[2-methoxyimino-2-(2-amino-1,3-thiazol-4-yl)acetamido]-3-(1-methyl-1H-tetrazol-5-yl)thiomethyl-3-cephem-4-carboxylic acid). As a reaction SMILES: P(Cl)(Cl)(Cl)(Cl)Cl.[CH3:7][O:8][N:9]=[C:10]([C:14]1[N:15]=[C:16]([NH2:19])[S:17][CH:18]=1)[C:11]([OH:13])=O.[NH2:20][CH:21]1[C:39](=[O:40])[N:23]2[C:24]([C:36]([OH:38])=[O:37])=[C:25]([CH2:28][S:29][C:30]3[N:34]([CH3:35])[N:33]=[N:32][N:31]=3)[CH2:26][S:27][C@H:22]12.C(=O)(O)[O-].[Na+].C(=O)([O-])[O-].[Na+].[Na+]>C(Cl)Cl.CC(C)=O>[CH3:7][O:8][N:9]=[C:10]([C:14]1[N:15]=[C:16]([NH2:19])[S:17][CH:18]=1)[C:11]([NH:20][CH:21]1[C:39](=[O:40])[N:23]2[C:24]([C:36]([OH:38])=[O:37])=[C:25]([CH2:28][S:29][C:30]3[N:34]([CH3:35])[N:33]=[N:32][N:31]=3)[CH2:26][S:27][C@H:22]12)=[O:13] |f:3.4,5.6.7|. Reported procedure: Phosphorus pentachloride (3.3 g.) was added under ice-cooling to a suspension of 2-methoxyimino-2-(2-amino-1,3-thiazol-4-yl)acetic acid (syn isomer) (1.5 g.) in methylene chloride (30 ml.) and the mixture was stirred for 30 minutes at ambient temperature. Methylene chloride was distilled off under reduced pressure and acetone was added to the residue to give a suspension. On the other hand, a suspension of 7-amino-3-(1-methyl-1H-tetrazol-5-yl)thiomethyl-3-cephem-4-carboxylic acid (2.2 g.) in an ... Reactants: ammonium salt, BrCCC[Si](OC)(OC)OC (gamma-bromopropyltrimethoxysilane), C(CCCCCCCCCCCCCCCCC)NC (octadecylmethylamine), [O-]CC.[Na+] (sodium ethoxide). The solvent is C(C)O (ethanol), C(C)O (ethanol). Conditions: temperature 103.5 celsius. The product is tertiary amine, CC(CCNCCC[Si](OC)(OC)OC)CCCCCCCCCCCCCCC (gammamethyloctadecylaminopropyltrimethoxysilane). Reaction SMILES: Br[CH2:2][CH2:3][CH2:4][Si:5]([O:10][CH3:11])([O:8][CH3:9])[O:6][CH3:7].[CH2:12]([NH:30]C)[CH2:13][CH2:14][CH2:15][CH2:16][CH2:17][CH2:18][CH2:19][CH2:20][CH2:21][CH2:22][CH2:23][CH2:24][CH2:25][CH2:26][CH2:27][CH2:28][CH3:29].[O-][CH2:33]C.[Na+]>C(O)C>[CH3:33][CH:14]([CH2:15][CH2:16][CH2:17][CH2:18][CH2:19][CH2:20][CH2:21][CH2:22][CH2:23][CH2:24][CH2:25][CH2:26][CH2:27][CH2:28][CH3:29])[CH2:13][CH2:12][NH:30][CH2:2][CH2:3][CH2:4][Si:5]([O:10][CH3:11])([O:8][CH3:9])[O:6][CH3:7] |f:2.3|. Procedure details: A mixture of 12.0g of gamma-bromopropyltrimethoxysilane and 14.15g of octadecylmethylamine are heated at 94-113° C. for 16 hours and then cooled. The resulting tertiary ammonium salt is dissolved in 100 ml of absolute ethanol and 0.05 moles of freshly prepared sodium ethoxide in 50 ml of ethanol is added. Filtration of the resulting solution and removal of the solvent yield the tertiary amine, gammamethyloctadecylaminopropyltrimethoxysilane. Starting materials: O=C1CCC(=O)N1Cl, O=C1COc2ccc(NC(=O)C(F)(F)F)cc2N1, CN(C)C=O. The product is O=C1COc2c(Cl)cc(NC(=O)C(F)(F)F)cc2N1. As a reaction SMILES: [Cl:19][N:20]1[C:21](=[O:22])[CH2:23][CH2:24][C:25]1=[O:26].[F:1][C:2]([C:3](=[O:4])[NH:5][c:6]1[cH:7][cH:8][c:9]2[c:10]([cH:16]1)[NH:11][C:12](=[O:15])[CH2:13][O:14]2)([F:17])[F:18].[O:27]=[CH:28][N:29]([CH3:30])[CH3:31]>>[F:1][C:2]([C:3](=[O:4])[NH:5][c:6]1[cH:7][c:8]([Cl:19])[c:9]2[c:10]([cH:16]1)[NH:11][C:12](=[O:15])[CH2:13][O:14]2)([F:17])[F:18]. Starting materials: CCN(CC)S(F)(F)F (DAST), ClC1=CC=C(C=C1)S(=O)(=O)N([C@H]1[C@@H](CCCC1)CO)CC1=C(C=C(C=C1)C=1OC=CN1)F (4-chloro-N-(2-fluoro-4-(oxazol-2-yl)benzyl)-N-((1R,2R)-2-(hydroxymethyl)cyclohexyl)benzenesulfonamide). Run in C(Cl)Cl (methylene chloride). Conditions: time 1 hour. Yields the product ClC1=CC=C(C=C1)S(=O)(=O)N([C@H]1[C@@H](CCCC1)CF)CC1=C(C=C(C=C1)C=1OC=CN1)F (4-chloro-N-(2-fluoro-4-(oxazol-2-yl)benzyl)-N-((1R,2R)-2-(fluoromethyl)cyclohexyl)benzenesulfonamide). Isolated yield 33.3%. RXN SMILES: CCN(S(F)(F)[F:7])CC.[Cl:10][C:11]1[CH:16]=[CH:15][C:14]([S:17]([N:20]([CH2:29][C:30]2[CH:35]=[CH:34][C:33]([C:36]3[O:37][CH:38]=[CH:39][N:40]=3)=[CH:32][C:31]=2[F:41])[C@@H:21]2[CH2:26][CH2:25][CH2:24][CH2:23][C@H:22]2[CH2:27]O)(=[O:19])=[O:18])=[CH:13][CH:12]=1>C(Cl)Cl>[Cl:10][C:11]1[CH:12]=[CH:13][C:14]([S:17]([N:20]([CH2:29][C:30]2[CH:35]=[CH:34][C:33]([C:36]3[O:37][CH:38]=[CH:39][N:40]=3)=[CH:32][C:31]=2[F:41])[C@@H:21]2[CH2:26][CH2:25][CH2:24][CH2:23][C@H:22]2[CH2:27][F:7])(=[O:19])=[O:18])=[CH:15][CH:16]=1. Procedure: DAST (4-dimethylamino-N-methyl-4-stilbazolium tosylate, 9 μL, 0.06 mmol) was added to a solution of 4-chloro-N-(2-fluoro-4-(oxazol-2-yl)benzyl)-N-((1R,2R)-2-(hydroxymethyl)cyclohexyl)benzenesulfonamide (25 mg, 0.05 mmol) in 2 mL anhydrous methylene chloride at −20° C. The reaction was stirred at room temperature for 1 h, then purified by flash chromatography on silica gel with 0 to 50% ethyl acetate in hexane to yield 4-chloro-N-(2-fluoro-4-(oxazol-2-yl)benzyl)-N-((1R,2R)-2-(fluoromethyl)cyclohe... Solvent: O (water), O1CCCC1 (tetrahydrofuran), C(C)OCC (diethyl ether), C(OC)COC (dimethoxyethane), C(OC)COC (dimethoxyethane). Yields the product COC(CCC\C=C/C[C@@H]1[C@H]([C@@H](C[C@H]1Cl)OC1OCCCC1)\C=C\C(C(CCCC)(C)C)=O)=O ((±)-(5Z)-7-{(1R,2R,3R,5R)-5-chloro-2-[(E)-4,4-dimethyl-3-oxo-1-octenyl]-3-(tetrahydropyran-2-yloxy)-cyclopentyl}-5-heptenic acid methyl ester). Reaction SMILES: [H-].[Na+].COP([CH2:9][C:10](=[O:18])[C:11]([CH3:17])([CH3:16])[CH2:12][CH2:13][CH2:14][CH3:15])(=O)OC.[CH3:19][O:20][C:21](=[O:43])[CH2:22][CH2:23][CH2:24]/[CH:25]=[CH:26]\[CH2:27][C@H:28]1[C@H:32]([Cl:33])[CH2:31][C@@H:30]([O:34][CH:35]2[CH2:40][CH2:39][CH2:38][CH2:37][O:36]2)[C@@H:29]1[CH:41]=O.C(O)(=O)C>C(COC)OC.O1CCCC1.C(OCC)C.O>[CH3:19][O:20][C:21](=[O:43])[CH2:22][CH2:23][CH2:24]/[CH:25]=[CH:26]\[CH2:27][C@H:28]1[C@H:32]([Cl:33])[CH2:31][C@@H:30]([O:34][CH:35]2[CH2:40][CH2:39][CH2:38][CH2:37][O:36]2)[C@@H:29]1/[CH:41]=[CH:9]/[C:10](=[O:18])[C:11]([CH3:16])([CH3:17])[CH2:12][CH2:13][CH2:14][CH3:15] |f:0.1|. Procedure: 294 mg of 55% sodium hydride is suspended in 25 ml of dimethoxyethane, and 1.53 g of 3,3-dimethyl-2-oxoheptanephosphonic acid dimethyl ester is instilled. It is stirred for another 30 minutes, cooled to -20° C., and a solution of 1.98 g of VII in instilled in 10 ml of dimethoxyethane and 10 ml of tetrahydrofuran. After 1 hour it is allowed to warm to room temperature, mixed with 0.5 ml of glacial acetic acid, diluted with 200 ml of diethyl ether, shaken three times with 20 ml of salt water each,... The yield is 61.4%. Reactants: salt, [H-].[Na+] (sodium hydride), C(C)(=O)O (acetic acid), COP(OC)(=O)CC(C(CCCC)(C)C)=O (3,3-dimethyl-2-oxoheptanephosphonic acid dimethyl ester), COC(CCC\C=C/C[C@@H]1[C@H]([C@@H](C[C@H]1Cl)OC1OCCCC1)C=O)=O ((±)-(5Z)-7-[(1R,2R,3R,5R)-5-chloro-2-formyl-3-(tetrahydropyran-2-yloxy)-cyclopentyl]-5-heptenic acid methyl ester). Reaction conditions: temperature -20 celsius, time 30 minute.